From a dataset of the Open Reaction Database (ORD), a public repository of structured organic reaction records. describe an organic reaction: reactants, conditions, products, and yield Starting materials: CC1=C(C(N(CO1)C(C(O)C1=CC(=CC=C1)C=C)(C)C)=O)C1=CC=CC=C1 (2-(2,3-dihydro-6-methyl-4-oxo-5-phenyl-4H-1,3-oxazin-3-yl)-2-methyl-1-(3-vinylphenyl)propan-1-ol), [Cr](=O)(=O)([O-])Cl.[NH+]1=CC=CC=C1 (pyridinium chlorochromate), ( 4A ). The solvent is ClCCl (dichloromethane), ClCCl (dichloromethane). Yields the product CC1=C(C(N(CO1)C(C(=O)C1=CC(=CC=C1)C=C)(C)C)=O)C1=CC=CC=C1 (2-(2,3-dihydro-6-methyl-4-oxo-5-phenyl-4H-1,3-oxazin-3-yl)-2-methyl-1-(3-vinylphenyl)propan-1-one). Reaction SMILES: [CH3:1][C:2]1[O:7][CH2:6][N:5]([C:8]([CH3:20])([CH3:19])[CH:9]([C:11]2[CH:16]=[CH:15][CH:14]=[C:13]([CH:17]=[CH2:18])[CH:12]=2)[OH:10])[C:4](=[O:21])[C:3]=1[C:22]1[CH:27]=[CH:26][CH:25]=[CH:24][CH:23]=1.[Cr](Cl)([O-])(=O)=O.[NH+]1C=CC=CC=1>ClCCl>[CH3:1][C:2]1[O:7][CH2:6][N:5]([C:8]([CH3:19])([CH3:20])[C:9]([C:11]2[CH:16]=[CH:15][CH:14]=[C:13]([CH:17]=[CH2:18])[CH:12]=2)=[O:10])[C:4](=[O:21])[C:3]=1[C:22]1[CH:27]=[CH:26][CH:25]=[CH:24][CH:23]=1 |f:1.2|. Procedure details: A solution of 2-(2,3-dihydro-6-methyl-4-oxo-5-phenyl-4H-1,3-oxazin-3-yl)-2-methyl-1-(3-vinylphenyl)propan-1-ol) (0.28 g) in dichloromethane was added to a stirred mixture of pyridinium chlorochromate (0.38 g) and powdered molecular sieve (4A) in dichloromethane at 20° C. After 3 hours the mixture was purified by dry column chromatography on silica gel, eluting with hexane, increasing the polarity to hexane/ethyl acetate (1:1), to give 2-(2,3-dihydro-6-methyl-4-oxo-5-phenyl-4H-1,3-oxazin-3-yl)-2-... Starting materials: ClC1=CC=C(N)C=C1 (4-chloroaniline), BrC(C(=O)OCC1=CC=C(C=C1)CC1=CC=CC=C1)C(C)C (p-benzylbenzyl α-bromoisovalerate), BrC(C(=O)OC(C1=CC(=CC=C1)CC1=CC=CC=C1)C#N)C(C)C (m-benzyl-α-cyanobenzyl α-bromoisovalerate). RXN SMILES: [Cl:1][C:2]1[CH:8]=[CH:7][C:5]([NH2:6])=[CH:4][CH:3]=1.Br[CH:10]([CH:28]([CH3:30])[CH3:29])[C:11]([O:13]CC1C=CC(CC2C=CC=CC=2)=CC=1)=[O:12].BrC(C(C)C)C(OC(C#N)C1C=CC=C(CC2C=CC=CC=2)C=1)=O>>[Cl:1][C:2]1[CH:8]=[CH:7][C:5]([NH:6][C@H:10]([C:11]([OH:13])=[O:12])[CH:28]([CH3:30])[CH3:29])=[CH:4][CH:3]=1. The product is p-benzylbenzyl ester, ClC1=CC=C(C=C1)N[C@@H](C(C)C)C(=O)O (N-(4-chlorophenyl)valine). Procedure: Following the procedure of Example 6, 4-chloroaniline is reacted with each of p-benzylbenzyl α-bromoisovalerate and m-benzyl-α-cyanobenzyl α-bromoisovalerate to yield the p-benzylbenzyl ester of N-(4-chlorophenyl)valine, MS m/e 407 (M+), and the m-benzyl-α-cyanobenzyl ester of N-(4-chlorophenyl)valine, MS m/e 432 (M+). The reactants are O=S1C=CC2=C1N1CN(Br)N=C1C(c1ccccc1Cl)=NC2, [H-], [Na+], [Na], C1CCOC1. The product is CC1=CC2=C(N3CN(Br)N=C3C(c3ccccc3Cl)=NC2)S1=O. As a reaction SMILES: [Br:1][N:2]1[N:3]=[C:4]2[C:5]([c:16]3[c:17]([Cl:22])[cH:18][cH:19][cH:20][cH:21]3)=[N:6][CH2:7][C:8]3=[C:9]([N:10]2[CH2:11]1)[S:12](=[O:15])[CH:13]=[CH:14]3.[H-:23].[Na+:24].[Na:25].[O:26]1[CH2:27][CH2:30][CH2:29][CH2:28]1>>[Br:1][N:2]1[N:3]=[C:4]2[C:5]([c:16]3[c:17]([Cl:22])[cH:18][cH:19][cH:20][cH:21]3)=[N:6][CH2:7][C:8]3=[C:9]([N:10]2[CH2:11]1)[S:12](=[O:15])[C:13]([CH3:27])=[CH:14]3. The reactants are CCOC(=O)C1=C(c2ccccc2)c2ccc(OC)cc2C1Br, C1COCCN1, C1CCOC1. Yields the product CCOC(=O)C1=C(c2ccccc2)c2ccc(OC)cc2C1N1CCOCC1. As a reaction SMILES: [CH2:1]([CH3:2])[O:3][C:4](=[O:5])[C:6]1=[C:14]([c:15]2[cH:16][cH:17][cH:18][cH:19][cH:20]2)[c:13]2[c:8]([cH:9][c:10]([O:21][CH3:22])[cH:11][cH:12]2)[CH:7]1[Br:23].[CH2:24]1[CH2:25][O:26][CH2:27][CH2:28][NH:29]1.[CH2:30]1[O:31][CH2:32][CH2:33][CH2:34]1>>[CH2:1]([CH3:2])[O:3][C:4](=[O:5])[C:6]1=[C:14]([c:15]2[cH:16][cH:17][cH:18][cH:19][cH:20]2)[c:13]2[c:8]([cH:9][c:10]([O:21][CH3:22])[cH:11][cH:12]2)[CH:7]1[N:29]1[CH2:24][CH2:25][O:26][CH2:27][CH2:28]1. Starting materials: CCOC(C)=O, Cc1ccc(S(=O)(=O)OCCCNC2=C(c3ccccc3)S(=O)(=O)N(C(C)(C)C)C2=O)cc1, Oc1ccncc1. Yields the product CC(C)(C)N1C(=O)C(NCCCOc2ccncc2)=C(c2ccccc2)S1(=O)=O. Reaction SMILES: [CH3:41][CH2:42][O:43][C:44]([CH3:45])=[O:46].[CH3:8][c:9]1[cH:10][cH:11][c:12]([S:13]([O:14][CH2:19][CH2:20][CH2:21][NH:22][C:23]2=[C:27]([c:28]3[cH:29][cH:30][cH:31][cH:32][cH:33]3)[S:26](=[O:34])(=[O:35])[N:25]([C:36]([CH3:37])([CH3:38])[CH3:39])[C:24]2=[O:40])(=[O:15])=[O:16])[cH:17][cH:18]1.[OH:1][c:2]1[cH:3][cH:4][n:5][cH:6][cH:7]1>>[O:1]([c:2]1[cH:3][cH:4][n:5][cH:6][cH:7]1)[CH2:19][CH2:20][CH2:21][NH:22][C:23]1=[C:27]([c:28]2[cH:29][cH:30][cH:31][cH:32][cH:33]2)[S:26](=[O:34])(=[O:35])[N:25]([C:36]([CH3:37])([CH3:38])[CH3:39])[C:24]1=[O:40].